Dataset: the Open Reaction Database (ORD), a public repository of structured organic reaction records. Task: describe an organic reaction: reactants, conditions, products, and yield Reaction SMILES: [Br:15][CH2:16][c:17]1[cH:18][cH:19][cH:20][cH:21][cH:22]1.[CH2:29]([OH:30])[CH2:31][CH2:32][CH3:33].[Na+:23].[Na+:24].[O-:25][C:26](=[O:27])[O-:28].[c:1]1([C:7]2([C:13]#[N:14])[CH2:8][CH2:9][NH:10][CH2:11][CH2:12]2)[cH:2][cH:3][cH:4][cH:5][cH:6]1>>[c:1]1([C:7]2([C:13]#[N:14])[CH2:8][CH2:9][N:10]([CH2:16][c:17]3[cH:18][cH:19][cH:20][cH:21][cH:22]3)[CH2:11][CH2:12]2)[cH:2][cH:3][cH:4][cH:5][cH:6]1. The product is N#CC1(c2ccccc2)CCN(Cc2ccccc2)CC1. Starting materials: BrCc1ccccc1, CCCCO, [Na+], [Na+], O=C([O-])[O-], N#CC1(c2ccccc2)CCNCC1. The reactants are Brc1cc(-n2cccc2)ccn1, CCCC[Sn](Cl)(CCCC)CCCC, C1CCOC1, CC(C)[Mg+], [Cl-], [Cl-], [Li+]. Yields the product CCCC[Sn](CCCC)(CCCC)c1cc(-n2cccc2)ccn1. As a reaction SMILES: [Br:1][c:2]1[n:3][cH:4][cH:5][c:6](-[n:8]2[cH:9][cH:10][cH:11][cH:12]2)[cH:7]1.[CH2:20]([CH2:21][CH2:22][CH3:23])[Sn:24]([CH2:25][CH2:26][CH2:27][CH3:28])([CH2:29][CH2:30][CH2:31][CH3:32])[Cl:33].[CH2:34]1[O:35][CH2:36][CH2:37][CH2:38]1.[CH:16]([Mg+:17])([CH3:18])[CH3:19].[Cl-:13].[Cl-:15].[Li+:14]>>[c:2]1([Sn:24]([CH2:20][CH2:21][CH2:22][CH3:23])([CH2:25][CH2:26][CH2:27][CH3:28])[CH2:29][CH2:30][CH2:31][CH3:32])[n:3][cH:4][cH:5][c:6](-[n:8]2[cH:9][cH:10][cH:11][cH:12]2)[cH:7]1. Product: CCOC(=O)CNc1ncc(Br)nc1NC(C)C. Starting materials: CCOC(=O)CNc1ncc(Br)nc1Br, CC(C)N, CS(C)=O, CCN(C(C)C)C(C)C, O. Reaction SMILES: [Br:1][c:2]1[c:3]([NH:9][CH2:10][C:11](=[O:12])[O:13][CH2:14][CH3:15])[n:4][cH:5][c:6]([Br:8])[n:7]1.[CH3:16][CH:17]([CH3:18])[NH2:19].[CH3:29][S:30]([CH3:31])=[O:32].[CH:20]([N:21]([CH2:22][CH3:23])[CH:24]([CH3:25])[CH3:26])([CH3:27])[CH3:28].[OH2:33]>>[c:2]1([NH:19][CH:17]([CH3:16])[CH3:18])[c:3]([NH:9][CH2:10][C:11](=[O:12])[O:13][CH2:14][CH3:15])[n:4][cH:5][c:6]([Br:8])[n:7]1.